This data is from the Open Reaction Database (ORD), a public repository of structured organic reaction records. The task is: describe an organic reaction: reactants, conditions, products, and yield Reactants: C(C)OP(OCC)(=O)CNC=O (diethyl-N-(formyl)aminomethylphosphonate), COC(CCl)=O (methylchloroacetate). Yields the product COC(CN(C=O)CP(=O)(OCC)OCC)=O (N-(diethylphosphonomethyl)-N-(formyl)glycine methyl ester). As a reaction SMILES: [CH2:1]([O:3][P:4]([CH2:9][NH:10][CH:11]=[O:12])(=[O:8])[O:5][CH2:6][CH3:7])[CH3:2].[CH3:13][O:14][C:15](=[O:18])[CH2:16]Cl>>[CH3:13][O:14][C:15](=[O:18])[CH2:16][N:10]([CH2:9][P:4]([O:3][CH2:1][CH3:2])([O:5][CH2:6][CH3:7])=[O:8])[CH:11]=[O:12]. Procedure: The process in the third step of the process of the invention comprises reacting diethyl-N-(formyl)aminomethylphosphonate with methylchloroacetate in the presence of a proton-extracting base and a suitable solvent to produce N-(diethylphosphonomethyl)-N-(formyl)glycine methyl ester.